From a dataset of the Open Reaction Database (ORD), a public repository of structured organic reaction records. describe an organic reaction: reactants, conditions, products, and yield Procedure details: Next, into a solution obtained by dissolving hydroquinone (248 g) and potassium hydroxide (88 g) in water (30 ml) and ethanol (2 l) was added the above p-toluenesulfonic acid 2-methylbutyl ester (366 g) and the mixture was heated with stirring at 60° C. for 2 hours and then under reflux for 7 hours, followed by distilling off ethanol (1.7 l), adding water (1.9 l) and 6N hydrochloric acid for acidification to separate a brown oily substance, extracting this substance with heptane (150 ml), water-... Reaction SMILES: [C:1]1([CH:8]=[CH:7][C:5]([OH:6])=CC=1)O.[OH-].[K+].[CH3:11][CH:12]([CH2:25][CH3:26])[CH2:13]OS(C1C=CC(C)=CC=1)(=O)=O.[CH2:27](O)C>O.CCCCCCC.CCCCCC>[CH3:11][CH:12]([CH2:25][CH3:26])[CH2:13][O:6][CH2:5][CH:7]([CH3:27])[CH2:8][CH3:1] |f:1.2|. The product is CC(COCC(CC)C)CC ((2-methylbutyl) ether). Starting materials: C1(O)=CC=C(O)C=C1 (hydroquinone), [OH-].[K+] (potassium hydroxide), C(C)O (ethanol), CC(COS(=O)(=O)C1=CC=C(C=C1)C)CC (p-toluenesulfonic acid 2-methylbutyl ester). Conditions: temperature 60 celsius, time 2 hour. Run in O (water), CCCCCC (hexane), CCCCCCC (heptane). The solvent is O (water), C1(=CC=CC=C1)C (toluene). As a reaction SMILES: Br[C:2]1[CH:35]=[C:34]([Cl:36])[CH:33]=[CH:32][C:3]=1[CH2:4][CH2:5][NH:6][C:7]([C:9]1[CH:31]=[CH:30][C:12]([O:13][C:14]2[CH:23]=[C:22]3[C:17]([CH:18]([C:24]([O:26][CH2:27][CH3:28])=[O:25])[CH2:19][CH2:20][O:21]3)=[CH:16][C:15]=2[Cl:29])=[CH:11][CH:10]=1)=[O:8].P([O-])([O-])([O-])=O.[K+].[K+].[K+].C1(P([CH:58]2[CH2:63][CH2:62]CCC2)C2CCCCC2)CCCCC1.C1(B(O)O)CC1>C1(C)C=CC=CC=1.C([O-])(=O)C.[Pd+2].C([O-])(=O)C.O>[Cl:29][C:15]1[CH:16]=[C:17]2[C:22](=[CH:23][C:14]=1[O:13][C:12]1[CH:30]=[CH:31][C:9]([C:7](=[O:8])[NH:6][CH2:5][CH2:4][C:3]3[CH:32]=[CH:33][C:34]([Cl:36])=[CH:35][C:2]=3[CH:62]3[CH2:63][CH2:58]3)=[CH:10][CH:11]=1)[O:21][CH2:20][CH2:19][CH:18]2[C:24]([O:26][CH2:27][CH3:28])=[O:25] |f:1.2.3.4,8.9.10|. The product is ClC=1C=C2C(CCOC2=CC1OC1=CC=C(C=C1)C(NCCC1=C(C=C(C=C1)Cl)C1CC1)=O)C(=O)OCC (ethyl 6-chloro-7-(4-(4-chloro-2-cyclopropylphenethylcarbamoyl)phenoxy)chroman-4-carboxylate). Reactants: P(=O)([O-])([O-])[O-].[K+].[K+].[K+] (potassium phosphate), C1(CCCCC1)P(C1CCCCC1)C1CCCCC1 (tricyclohexylphosphine), C1(CC1)B(O)O (cyclopropylboronic acid), BrC1=C(CCNC(=O)C2=CC=C(OC3=C(C=C4C(CCOC4=C3)C(=O)OCC)Cl)C=C2)C=CC(=C1)Cl (ethyl 7-(4-(2-bromo-4-chlorophenethylcarbamoyl)phenoxy)-6-chlorochroman-4-carboxylate). The yield is 172.1%. Procedure: To a stirred suspension of ethyl 7-(4-(2-bromo-4-chlorophenethylcarbamoyl)phenoxy)-6-chlorochroman-4-carboxylate (129 mg; 0.22 mmol) in 2 mL toluene was added successively water (0.1 mL), potassium phosphate (138 mg; 0.65 mmol), tricyclohexylphosphine (24 mg; 0.087 mmol), and cyclopropylboronic acid (0.435 mmol) at ambient temperature with stirring. A balloon of nitrogen with a three-way purge valve was attached, and the flask was evacuated and refilled five times with nitrogen. Palladium (II) a... Reagents/catalysts: C(C)(=O)[O-].[Pd+2].C(C)(=O)[O-] (Palladium (II) acetate). Starting materials: C(#CCCCCCCCC)C1=CC=C(C=O)C=C1 (4-dec-1-ynylbenzaldehyde), ClC=1C=C(C=CC1Cl)CCN (2-(3,4-dichlorophenyl)ethylamine). Product: C(#CCCCCCCCC)C1=CC=C(CNCCC2=CC(=C(C=C2)Cl)Cl)C=C1 (N-(4-dec-1-ynylbenzyl)-N-[2-(3,4-dichlorophenyl)ethyl]amine). As a reaction SMILES: [C:1]([C:11]1[CH:18]=[CH:17][C:14]([CH:15]=O)=[CH:13][CH:12]=1)#[C:2][CH2:3][CH2:4][CH2:5][CH2:6][CH2:7][CH2:8][CH2:9][CH3:10].[Cl:19][C:20]1[CH:21]=[C:22]([CH2:27][CH2:28][NH2:29])[CH:23]=[CH:24][C:25]=1[Cl:26]>>[C:1]([C:11]1[CH:18]=[CH:17][C:14]([CH2:15][NH:29][CH2:28][CH2:27][C:22]2[CH:23]=[CH:24][C:25]([Cl:26])=[C:20]([Cl:19])[CH:21]=2)=[CH:13][CH:12]=1)#[C:2][CH2:3][CH2:4][CH2:5][CH2:6][CH2:7][CH2:8][CH2:9][CH3:10]. Procedure: The same procedure as employed in the preparation of Example 394 (step b) but using 4-dec-1-ynylbenzaldehyde and 2-(3,4-dichlorophenyl)ethylamine gave the title compound as an oil. M+(LC/MS(ESI)): 416.3. HPLC (Condition A), Rt: 4.91 min (HPLC purity: 72.4%). Reactants: Cc1ccc(N2C(=O)c3ccccc3C2=O)nc1-c1ccccn1, CCO, NCCN. Product: Cc1ccc(N)nc1-c1ccccn1. Reaction SMILES: [CH3:1][c:2]1[c:3](-[c:19]2[n:20][cH:21][cH:22][cH:23][cH:24]2)[n:4][c:5]([N:8]2[C:9](=[O:10])[c:11]3[c:12]([cH:13][cH:14][cH:15][cH:16]3)[C:17]2=[O:18])[cH:6][cH:7]1.[CH3:29][CH2:30][OH:31].[NH2:25][CH2:26][CH2:27][NH2:28]>>[CH3:1][c:2]1[c:3](-[c:19]2[n:20][cH:21][cH:22][cH:23][cH:24]2)[n:4][c:5]([NH2:8])[cH:6][cH:7]1.